Dataset: the Open Reaction Database (ORD), a public repository of structured organic reaction records. Task: describe an organic reaction: reactants, conditions, products, and yield Reactants: BrC=1C=C2C=CC(=C(C2=CC1)C(C)O)OC (1-(6-Bromo-2-methoxynaphthalen-1-yl)ethanol), C(C)(C)(C)[Si](Cl)(C)C (tert-butyldimethylchlorosilane), N1C=NC=C1 (imidazole). Run in CN(C)C=O (DMF). Conditions: time 14 hour. Product: [Si](C)(C)(C(C)(C)C)OC(C)C1=C2C=CC(=CC2=CC=C1OC)C(C(C)C)(O)C=1N=CNC1 (1-[5-[1-(tert-Butyldimethylsilyloxy)ethyl]-6-methoxynaphthalen-2-yl]-1-(1H-imidazol-4-yl)-2-methyl-1-propanol). Yield: 170.4%. RXN SMILES: Br[C:2]1[CH:3]=[C:4]2[C:9](=[CH:10][CH:11]=1)[C:8]([CH:12]([OH:14])[CH3:13])=[C:7]([O:15][CH3:16])[CH:6]=[CH:5]2.[C:17]([Si:21]([CH3:24])([CH3:23])Cl)([CH3:20])([CH3:19])[CH3:18].[NH:25]1[CH:29]=[CH:28][N:27]=[CH:26]1>CN(C=O)C>[Si:21]([O:14][CH:12]([C:8]1[C:7]([O:15][CH3:16])=[CH:6][CH:5]=[C:4]2[C:9]=1[CH:10]=[CH:11][C:2]([C:12]([C:29]1[N:25]=[CH:26][NH:27][CH:28]=1)([OH:14])[CH:8]([CH3:9])[CH3:7])=[CH:3]2)[CH3:13])([C:17]([CH3:20])([CH3:19])[CH3:18])([CH3:24])[CH3:23]. Reported procedure: 1-(6-Bromo-2-methoxynaphthalen-1-yl)ethanol (18.57 g) and tert-butyldimethylchlorosilane (11.40 g) were dissolved in DMF (300 ml). To the solution was added imidazole (13.20 g), and the mixture was stirred at room temperature for 14 h. The reaction mixture was concentrated, and to the residue were added water and ethyl acetate. The organic layer was washed with water and saturated solution of sodium chloride, dried and concentrated to give the titled compound (25.58 g) as a colorless liquid. Reactants: C(C)(C)(C)OC(NCCN1CCC(CC1)CC1=CC=CC=C1)=O ([2-(4-Benzyl-piperidin-1-yl)-ethyl]-carbamic acid tert-butyl ester), C(=O)(C(F)(F)F)O (TFA). The solvent is C(Cl)(Cl)Cl (CHCl3). Product: C(C1=CC=CC=C1)C1CCN(CC1)CCN (2-(4-Benzyl-piperidin-1-yl)-ethylamine). As a reaction SMILES: C(OC(=O)[NH:7][CH2:8][CH2:9][N:10]1[CH2:15][CH2:14][CH:13]([CH2:16][C:17]2[CH:22]=[CH:21][CH:20]=[CH:19][CH:18]=2)[CH2:12][CH2:11]1)(C)(C)C.C(O)(C(F)(F)F)=O>C(Cl)(Cl)Cl>[CH2:16]([CH:13]1[CH2:12][CH2:11][N:10]([CH2:9][CH2:8][NH2:7])[CH2:15][CH2:14]1)[C:17]1[CH:22]=[CH:21][CH:20]=[CH:19][CH:18]=1. Reported procedure: [2-(4-Benzyl-piperidin-1-yl)-ethyl]-carbamic acid tert-butyl ester (1.34 g, 4.2 mmol) is dissolved in CHCl3 (3 mL) and treated with TFA (3 mL) for 2 h at 20° C. The solvent is evaporated, the residue dissolved CH2Cl2 (100 mL) and washed with 1M aqueous NaOH (2×30 mL). The organic layer is dried (Na2SO4), filtered and concentrated to provide the title compound.